This data is from the Open Reaction Database (ORD), a public repository of structured organic reaction records. The task is: describe an organic reaction: reactants, conditions, products, and yield Reactants: ClC(=O)OCC (ethyl chloroformate), Cl.NC1=NC(=CC(=N1)C1=CC=C2CCN(CC2=C1)C(=O)OC1CCNCC1)N1CCN(CC1)C (piperidin-4-yl 7-[2-amino-6-(4-methylpiperazin-1-yl)pyrimidin-4-yl]-3,4-dihydroisoquinoline-2(1H)-carboxylate HCl salt). Yields the product NC1=NC(=CC(=N1)C1=CC=C2CCN(CC2=C1)C(=O)OC1CCN(CC1)C(=O)OCC)N1CCN(CC1)C (1-(Ethoxycarbonyl)piperidin-4-yl 7-[2-amino-6-(4-methylpiperazin-1-yl)pyrimidin-4-yl]-3,4-dihydroisoquinoline-2(1H)-carboxylate). RXN SMILES: Cl[C:2]([O:4][CH2:5][CH3:6])=[O:3].Cl.[NH2:8][C:9]1[N:14]=[C:13]([C:15]2[CH:24]=[C:23]3[C:18]([CH2:19][CH2:20][N:21]([C:25]([O:27][CH:28]4[CH2:33][CH2:32][NH:31][CH2:30][CH2:29]4)=[O:26])[CH2:22]3)=[CH:17][CH:16]=2)[CH:12]=[C:11]([N:34]2[CH2:39][CH2:38][N:37]([CH3:40])[CH2:36][CH2:35]2)[N:10]=1>>[NH2:8][C:9]1[N:14]=[C:13]([C:15]2[CH:24]=[C:23]3[C:18]([CH2:19][CH2:20][N:21]([C:25]([O:27][CH:28]4[CH2:33][CH2:32][N:31]([C:2]([O:4][CH2:5][CH3:6])=[O:3])[CH2:30][CH2:29]4)=[O:26])[CH2:22]3)=[CH:17][CH:16]=2)[CH:12]=[C:11]([N:34]2[CH2:39][CH2:38][N:37]([CH3:40])[CH2:36][CH2:35]2)[N:10]=1 |f:1.2|. Procedure: This compound was prepared by using procedures analogous to those described for the synthesis of Example 67, Step 4 starting from ethyl chloroformate and piperidin-4-yl 7-[2-amino-6-(4-methylpiperazin-1-yl)pyrimidin-4-yl]-3,4-dihydroisoquinoline-2(1H)-carboxylate HCl salt. Analytic LCMS (M+H)+: m/z=524.3. Reactants: CC1(C)CCC(C)(C)c2cc(C(=O)C3CCCCC3C(=O)O)ccc21, CC(=O)O, Cl, [Zn]. RXN SMILES: [CH3:1][C:2]1([CH3:25])[c:3]2[cH:4][cH:5][c:6]([C:14](=[O:15])[CH:16]3[CH:17]([C:22](=[O:23])[OH:24])[CH2:18][CH2:19][CH2:20][CH2:21]3)[cH:7][c:8]2[C:9]([CH3:12])([CH3:13])[CH2:10][CH2:11]1.[CH3:28][C:29](=[O:30])[OH:31].[ClH:26].[Zn:27]>>[CH3:1][C:2]1([CH3:25])[c:3]2[cH:4][cH:5][c:6]([CH:14]([OH:15])[CH:16]3[CH:17]([C:22](=[O:23])[OH:24])[CH2:18][CH2:19][CH2:20][CH2:21]3)[cH:7][c:8]2[C:9]([CH3:12])([CH3:13])[CH2:10][CH2:11]1. The product is CC1(C)CCC(C)(C)c2cc(C(O)C3CCCCC3C(=O)O)ccc21. The reactants are C1(CCCCC1)C=O (cyclohexanecarbaldehyde), C(C)(=O)O[BH-](OC(C)=O)OC(C)=O.[Na+] (sodium triacetoxyborohydride), C(C)(=O)O[BH-](OC(C)=O)OC(C)=O.[Na+] (Sodium triacetoxyborohydride), NC1=NC=CC(=N1)C1=CC=2C(NCCC2N1)=O (2-(2-Amino-pyrimidin-4-yl)-1,5,6,7-tetrahydro-pyrrolo[3,2-c]pyridin-4-one), FC(C(=O)O)(F)F (trifluoroacetic acid), C1(CCCCC1)C=O (cyclohexanecarbaldehyde). Solvent: CN(C)C=O (DMF). Run at time 20 hour. Product: C1(CCCCC1)CNC1=NC=CC(=N1)C1=CC=2C(NCCC2N1)=O (2-[2-(Cyclohexylmethyl-amino)-pyrimidin-4-yl-]1,5,6,7-tetrahydro-pyrrolo [3,2-c]pyridin-4-one). The yield is 40.3%. RXN SMILES: [NH2:1][C:2]1[N:7]=[C:6]([C:8]2[NH:16][C:15]3[CH2:14][CH2:13][NH:12][C:11](=[O:17])[C:10]=3[CH:9]=2)[CH:5]=[CH:4][N:3]=1.FC(F)(F)C(O)=O.[CH:25]1([CH:31]=O)[CH2:30][CH2:29][CH2:28][CH2:27][CH2:26]1.C(O[BH-](OC(=O)C)OC(=O)C)(=O)C.[Na+]>CN(C=O)C>[CH:25]1([CH2:31][NH:1][C:2]2[N:7]=[C:6]([C:8]3[NH:16][C:15]4[CH2:14][CH2:13][NH:12][C:11](=[O:17])[C:10]=4[CH:9]=3)[CH:5]=[CH:4][N:3]=2)[CH2:30][CH2:29][CH2:28][CH2:27][CH2:26]1 |f:3.4|. Procedure: 2-(2-Amino-pyrimidin-4-yl)-1,5,6,7-tetrahydro-pyrrolo[3,2-c]pyridin-4-one (140 mg, 0.61 mmol), trifluoroacetic acid (565 μl, 7.33 mmol), and cyclohexanecarbaldehyde (151 μl, 1.25 mmol) were mixed in DMF (10 ml). Sodium triacetoxyborohydride (390 mg, 1.84 mmol) was added to the above solution and the reaction mixture stirred at room temperature under N2 for 20 h. Additional cyclohexanecarbaldehyde (151 μl, 1.25 mmol) and sodium triacetoxyborohydride (390 mg, 1.84 mmol) were added and the reaction... The reactants are CC(C)(C)[O-], Oc1ccc2c(C(O)c3ccc(OCCN4CCCCCC4)cc3)c(-c3cc(F)ccc3F)ccc2c1, [Na+], CN(C)C=O, O. Yields the product Oc1ccc2c3c(ccc2c1)-c1cc(F)ccc1OC3c1ccc(OCCN2CCCCCC2)cc1. RXN SMILES: [CH3:38][C:39]([CH3:40])([O-:41])[CH3:42].[N:1]1([CH2:8][CH2:9][O:10][c:11]2[cH:12][cH:13][c:14]([CH:17]([c:18]3[c:19]4[cH:20][cH:21][c:22]([OH:36])[cH:23][c:24]4[cH:25][cH:26][c:27]3-[c:28]3[c:29]([F:35])[cH:30][cH:31][c:32]([F:34])[cH:33]3)[OH:37])[cH:15][cH:16]2)[CH2:2][CH2:3][CH2:4][CH2:5][CH2:6][CH2:7]1.[Na+:43].[O:44]=[CH:45][N:46]([CH3:47])[CH3:48].[OH2:49]>>[N:1]1([CH2:8][CH2:9][O:10][c:11]2[cH:12][cH:13][c:14]([CH:17]3[c:18]4[c:19]5[cH:20][cH:21][c:22]([OH:36])[cH:23][c:24]5[cH:25][cH:26][c:27]4-[c:28]4[c:29]([cH:30][cH:31][c:32]([F:34])[cH:33]4)[O:37]3)[cH:15][cH:16]2)[CH2:2][CH2:3][CH2:4][CH2:5][CH2:6][CH2:7]1. The reactants are ClC1=C(C=C(S1)NC([C@H](CNC(OCC1=CC=CC=C1)=O)CC1=CC(=C(C=C1)F)F)=O)C1=C(C=NN1C)Cl (Phenylmethyl {(2S)-3-{[5-chloro-4-(4-chloro-1-methyl-1H-pyrazol-5-yl)-2-thienyl]amino}-2-[(3,4-difluorophenyl)methyl]-3-oxopropyl}carbamate). Solvent: C1(=CC=CC=C1)SC (thioanisole), FC(C(=O)O)(F)F (trifluoroacetic acid). Run at time 4 hour. The product is NC[C@@H](C(=O)NC=1SC(=C(C1)C1=C(C=NN1C)Cl)Cl)CC1=CC(=C(C=C1)F)F ((2S)-3-amino-N-[5-chloro-4-(4-chloro-1-methyl-1H-pyrazol-5-yl)-2-thienyl]-2-[(3,4-difluorophenyl)methyl]propanamide). Reaction SMILES: [Cl:1][C:2]1[S:6][C:5]([NH:7][C:8](=[O:31])[C@@H:9]([CH2:22][C:23]2[CH:28]=[CH:27][C:26]([F:29])=[C:25]([F:30])[CH:24]=2)[CH2:10][NH:11]C(=O)OCC2C=CC=CC=2)=[CH:4][C:3]=1[C:32]1[N:36]([CH3:37])[N:35]=[CH:34][C:33]=1[Cl:38]>C1(SC)C=CC=CC=1.FC(F)(F)C(O)=O>[NH2:11][CH2:10][C@H:9]([CH2:22][C:23]1[CH:28]=[CH:27][C:26]([F:29])=[C:25]([F:30])[CH:24]=1)[C:8]([NH:7][C:5]1[S:6][C:2]([Cl:1])=[C:3]([C:32]2[N:36]([CH3:37])[N:35]=[CH:34][C:33]=2[Cl:38])[CH:4]=1)=[O:31]. Procedure details: Phenylmethyl {(2S)-3-{[5-chloro-4-(4-chloro-1-methyl-1H-pyrazol-5-yl)-2-thienyl]amino}-2-[(3,4-difluorophenyl)methyl]-3-oxopropyl}carbamate (91 mg, 0.157 mmol) was dissolved in a solution of thioanisole (0.286 ml) in trifluoroacetic acid (2.855 ml). After 4 h at 25° C., the reaction mixture was dry loaded onto silica and neutralized/purified through silica chromatography (0-15% MeOH in DCM (1% NH4OH)) affording the free base of the title compound.